From a dataset of the Open Reaction Database (ORD), a public repository of structured organic reaction records. describe an organic reaction: reactants, conditions, products, and yield The product is C(C1=CC=CC=C1)C1C(N(CC(N(C1)CCC(=O)NC=1C=NC=CC1)=O)S(=O)(=O)C1=CC=C(C=C1)Cl)=O (3-[6-benzyl-4-(4-chlorobenzenesulfonyl)-2,5-dioxo-1,4-diazepan-1-yl]-N-(3-pyridyl)propanamide). Reported procedure: Instead of the starting material compound of Example 273, that is, aniline, 3-aminopyridine was used for the similar procedure as in Example 273 to obtain the title compound. Starting materials: C(C1=CC=CC=C1)C1C(N(CC(N(C1)CCC(=O)NC1=CC=CC=C1)=O)S(=O)(=O)C1=CC=C(C=C1)Cl)=O (3-[6-benzyl-4-(4-chlorobenzenesulfonyl)-2,5-dioxo-1,4-diazepan-1-yl]-N-phenylpropanamide), NC1=CC=CC=C1 (aniline), NC=1C=NC=CC1 (3-aminopyridine). As a reaction SMILES: [CH2:1]([CH:8]1[CH2:14][N:13]([CH2:15][CH2:16][C:17]([NH:19][C:20]2[CH:25]=C[CH:23]=[CH:22][CH:21]=2)=[O:18])[C:12](=[O:26])[CH2:11][N:10]([S:27]([C:30]2[CH:35]=[CH:34][C:33]([Cl:36])=[CH:32][CH:31]=2)(=[O:29])=[O:28])[C:9]1=[O:37])[C:2]1[CH:7]=[CH:6][CH:5]=[CH:4][CH:3]=1.[NH2:38]C1C=CC=CC=1.NC1C=NC=CC=1>>[CH2:1]([CH:8]1[CH2:14][N:13]([CH2:15][CH2:16][C:17]([NH:19][C:20]2[CH:25]=[N:38][CH:23]=[CH:22][CH:21]=2)=[O:18])[C:12](=[O:26])[CH2:11][N:10]([S:27]([C:30]2[CH:31]=[CH:32][C:33]([Cl:36])=[CH:34][CH:35]=2)(=[O:28])=[O:29])[C:9]1=[O:37])[C:2]1[CH:3]=[CH:4][CH:5]=[CH:6][CH:7]=1. Starting materials: OCc1c(-c2c(Cl)cccc2Cl)noc1C1CC1, ClCCl, CC(C)OC(=O)N=NC(=O)OC(C)C, COC(=O)c1cc2ccc(-c3ccc(O)cc3)cc2cn1, c1ccc(P(c2ccccc2)c2ccccc2)cc1. Product: COC(=O)c1cc2ccc(-c3ccc(OCc4c(-c5c(Cl)cccc5Cl)noc4C4CC4)cc3)cc2cn1. Reaction SMILES: [CH:1]1([c:4]2[c:5]([CH2:17][OH:18])[c:6](-[c:9]3[c:10]([Cl:16])[cH:11][cH:12][cH:13][c:14]3[Cl:15])[n:7][o:8]2)[CH2:2][CH2:3]1.[Cl:73][CH2:74][Cl:75].[O:59]=[C:60]([O:61][CH:62]([CH3:63])[CH3:64])[N:65]=[N:66][C:67]([O:68][CH:69]([CH3:70])[CH3:71])=[O:72].[OH:19][c:20]1[cH:21][cH:22][c:23](-[c:26]2[cH:27][cH:28][c:29]3[cH:30][c:31]([C:36](=[O:37])[O:38][CH3:39])[n:32][cH:33][c:34]3[cH:35]2)[cH:24][cH:25]1.[c:40]1([P:41]([c:42]2[cH:43][cH:44][cH:45][cH:46][cH:47]2)[c:48]2[cH:49][cH:50][cH:51][cH:52][cH:53]2)[cH:54][cH:55][cH:56][cH:57][cH:58]1>>[CH:1]1([c:4]2[c:5]([CH2:17][O:18][c:20]3[cH:21][cH:22][c:23](-[c:26]4[cH:27][cH:28][c:29]5[cH:30][c:31]([C:36](=[O:37])[O:38][CH3:39])[n:32][cH:33][c:34]5[cH:35]4)[cH:24][cH:25]3)[c:6](-[c:9]3[c:10]([Cl:16])[cH:11][cH:12][cH:13][c:14]3[Cl:15])[n:7][o:8]2)[CH2:2][CH2:3]1. Reactants: C(=O)(C(F)(F)F)O (TFA), FC1(C(C1)CN1S(N(C2=NC(=CC=C21)C=2C=C(CN1CCN(CC1)C(=O)OC(C)(C)C)C=CC2C)C)(=O)=O)F (tert-butyl 4-(3-{1-[(2,2-difluorocyclopropyl)methyl]-3-methyl-2,2-dioxido-1,3-dihydro[1,2,5]thiadiazolo[3,4-b]pyridin-5-yl}-4-methylbenzyl)piperazine-1-carboxylate), C1(=CC=CC=C1)C (Toluene). Solvent: C(Cl)Cl (DCM). Run at time 45 minute. Yields the product FC1(C(C1)CN1S(N(C2=NC(=CC=C21)C2=C(C=CC(=C2)CN2CCNCC2)C)C)(=O)=O)F (1-[(2,2-difluorocyclopropyl)methyl]-3-methyl-5-[2-methyl-5-(piperazin-1-yl methyl)phenyl]-1,3-dihydro[1,2,5]thiadiazolo[3,4-b]pyridine 2,2-dioxide). RXN SMILES: [F:1][C:2]1([F:39])[CH2:4][CH:3]1[CH2:5][N:6]1[C:14]2[C:9](=[N:10][C:11]([C:15]3[CH:16]=[C:17]([CH:32]=[CH:33][C:34]=3[CH3:35])[CH2:18][N:19]3[CH2:24][CH2:23][N:22](C(OC(C)(C)C)=O)[CH2:21][CH2:20]3)=[CH:12][CH:13]=2)[N:8]([CH3:36])[S:7]1(=[O:38])=[O:37].C(O)(C(F)(F)F)=O.C1(C)C=CC=CC=1>C(Cl)Cl>[F:39][C:2]1([F:1])[CH2:4][CH:3]1[CH2:5][N:6]1[C:14]2[C:9](=[N:10][C:11]([C:15]3[CH:16]=[C:17]([CH2:18][N:19]4[CH2:24][CH2:23][NH:22][CH2:21][CH2:20]4)[CH:32]=[CH:33][C:34]=3[CH3:35])=[CH:12][CH:13]=2)[N:8]([CH3:36])[S:7]1(=[O:38])=[O:37]. Procedure: Tert-butyl 4-(3-{1-[(2,2-difluorocyclopropyl)methyl]-3-methyl-2,2-dioxido-1,3-dihydro[1,2,5]thiadiazolo[3,4-b]pyridin-5-yl}-4-methylbenzyl)piperazine-1-carboxylate (43-1) (3.3 g, 5.7 mmol, 1.0 eq) was dissolved in DCM (40 mL) and TFA (4.4 mL, 56.7 mmol, 10 eq) was added and the reaction mixture stirred at ambient temperature for 45 minutes. Toluene (10 mL) was added and the reaction mixture was concentrated. The residue was dissolved in EtOAc (100 mL) and then washed with sodium bicarbonate (3×2... Starting materials: CC(CN(CC(C)OS(C)(=O)=O)C(=O)OCc1ccccc1)NC(=O)OC(C)(C)C, CC(Cl)Cl, ClCCl, O=C(O)C(F)(F)F. Product: CC(N)CN(CC(C)OS(C)(=O)=O)C(=O)OCc1ccccc1. RXN SMILES: [CH3:1][S:2](=[O:3])(=[O:4])[O:5][CH:6]([CH2:7][N:8]([CH2:9][CH:10]([CH3:11])[NH:12][C:13]([O:14][C:15]([CH3:16])([CH3:17])[CH3:18])=[O:19])[C:20](=[O:21])[O:22][CH2:23][c:24]1[cH:25][cH:26][cH:27][cH:28][cH:29]1)[CH3:30].[Cl:38][CH:39]([Cl:40])[CH3:41].[Cl:42][CH2:43][Cl:44].[F:31][C:32]([F:33])([F:34])[C:35]([OH:36])=[O:37]>>[CH3:1][S:2](=[O:3])(=[O:4])[O:5][CH:6]([CH2:7][N:8]([CH2:9][CH:10]([CH3:11])[NH2:12])[C:20](=[O:21])[O:22][CH2:23][c:24]1[cH:25][cH:26][cH:27][cH:28][cH:29]1)[CH3:30]. Starting materials: FC(C=1C=C(C=CC1)NN)(F)F (3-trifluoromethyl-phenylhydrazine), S(=O)=NC1=CC=CC=C1 (sulfinylaniline). The solvent is CO (methanol), C(C)(=O)O (acetic acid). Yields the product S(=O)=NNC1=CC(=CC=C1)C(F)(F)F (N-sulfinyl-N-' -(3-trifluoromethylphenyl)-hydrazine). Yield: 63.7%. As a reaction SMILES: [F:1][C:2]([F:12])([F:11])[C:3]1[CH:4]=[C:5]([NH:9][NH2:10])[CH:6]=[CH:7][CH:8]=1.[S:13](=NC1C=CC=CC=1)=[O:14]>CO.C(O)(=O)C>[S:13](=[N:10][NH:9][C:5]1[CH:6]=[CH:7][CH:8]=[C:3]([C:2]([F:11])([F:12])[F:1])[CH:4]=1)=[O:14]. Procedure details: 20 g (0.113 mole) of 3-trifluoromethyl-phenylhydrazine were dissolved in 50 ml of methanol with addition of 5 ml of acetic acid; 16 g (0.115 mole) of sulfinylaniline were added dropwise at a temperature of 22°C. The product crystallized out while the temperature rose to about 30°C. After filtration and drying, 16 g of N-sulfinyl-N-' -(3-trifluoromethylphenyl)-hydrazine of melting point 100°C were obtained. The yield was 64% of theory.